This data is from the Open Reaction Database (ORD), a public repository of structured organic reaction records. The task is: describe an organic reaction: reactants, conditions, products, and yield The reactants are CC(=O)N(C(C)=O)C1=C(C#N)C(c2cccc([N+](=O)[O-])c2)c2ccc3ccccc3c2O1, ClC(Cl)Cl. Product: CC(=O)NC1=C(C#N)C(c2cccc([N+](=O)[O-])c2)c2ccc3ccccc3c2O1. RXN SMILES: [C:1]([CH3:2])(=[O:3])[N:4]([C:5]1=[C:6]([C:28]#[N:29])[CH:7]([c:19]2[cH:20][c:21]([N+:25](=[O:26])[O-:27])[cH:22][cH:23][cH:24]2)[c:8]2[c:9]([c:11]3[cH:12][cH:13][cH:14][cH:15][c:16]3[cH:17][cH:18]2)[O:10]1)[C:30](=[O:31])[CH3:32].[CH:33]([Cl:34])([Cl:35])[Cl:36]>>[C:1]([CH3:2])(=[O:3])[NH:4][C:5]1=[C:6]([C:28]#[N:29])[CH:7]([c:19]2[cH:20][c:21]([N+:25](=[O:26])[O-:27])[cH:22][cH:23][cH:24]2)[c:8]2[c:9]([c:11]3[cH:12][cH:13][cH:14][cH:15][c:16]3[cH:17][cH:18]2)[O:10]1. The reactants are CC#N, ClCCl, C[N+]1([O-])CCOCC1, CCC[N+](CCC)(CCC)CCC, O=[Ru](=O)(=O)[O-], OC(c1cccnc1)c1cccnc1. The product is O=C(c1cccnc1)c1cccnc1. Reaction SMILES: [C:41](#[N:42])[CH3:43].[CH2:44]([Cl:45])[Cl:46].[CH3:15][N+:16]1([O-:17])[CH2:18][CH2:19][O:20][CH2:21][CH2:22]1.[CH3:23][CH2:24][CH2:25][N+:26]([CH2:27][CH2:28][CH3:29])([CH2:30][CH2:31][CH3:32])[CH2:33][CH2:34][CH3:35].[O:36]=[Ru:37](=[O:38])([O-:39])=[O:40].[n:1]1[cH:2][c:3]([CH:7]([OH:8])[c:9]2[cH:10][n:11][cH:12][cH:13][cH:14]2)[cH:4][cH:5][cH:6]1>>[n:1]1[cH:2][c:3]([C:7](=[O:8])[c:9]2[cH:10][n:11][cH:12][cH:13][cH:14]2)[cH:4][cH:5][cH:6]1. Reaction SMILES: [F:1][C:2]1[CH:16]=[CH:15][C:5]2[N:6]([CH2:11][CH:12]([CH3:14])[CH3:13])[C:7](=[O:10])[CH2:8][O:9][C:4]=2[CH:3]=1.[N+:17]([O-])([OH:19])=[O:18]>C(OC(=O)C)(=O)C.C(O)(=O)C>[F:1][C:2]1[C:16]([N+:17]([O-:19])=[O:18])=[CH:15][C:5]2[N:6]([CH2:11][CH:12]([CH3:13])[CH3:14])[C:7](=[O:10])[CH2:8][O:9][C:4]=2[CH:3]=1. Reported procedure: To 2.50 g (11.2 mmol) of 7-fluoro-4-isobutyl-2H-1,4-benzoxazin-3(4H)-one in 25 ml of acetic anhydride was added dropwise over 10 min. a solution of 2.5 g (26.9 mmol) of 70% nitric acid in 5 ml of glacial acetic acid. After the addition was complete, the reaction was stirred for 1 hour at room temperature then it was quenched by pouring into 50 ml of ice/water. The resulting white precipitate was collected by vacuum filtration and dried in a vacuum oven at 60° C. overnight to yield 2.71 g (90% yi... Isolated yield 90.0%. Conditions: time 1 hour. The reactants are FC1=CC2=C(N(C(CO2)=O)CC(C)C)C=C1 (7-fluoro-4-isobutyl-2H-1,4-benzoxazin-3(4H)-one), [N+](=O)(O)[O-] (nitric acid). Solvent: C(C)(=O)OC(C)=O (acetic anhydride), C(C)(=O)O (acetic acid). Yields the product FC1=CC2=C(N(C(CO2)=O)CC(C)C)C=C1[N+](=O)[O-] (7-fluoro-4-isobutyl-6-nitro-1,4-benzoxazin-3(4H)-one). Reactants: C(CCC)OC(=O)C(CCC1=CC=CC=C1)NC1C(N(CC(SC1)C1=CC=CC=C1)CC(=O)OC(C)(C)C)=O (t-Butyl α-{6-[1-butoxycarbonyl-3-phenylpropylamino]-5-oxo-2-phenylperhydro-1,4-thiazepin-4-yl}acetate), FC(C(=O)O)(F)F (trifluoroacetic acid). Product: C(CCC)OC(=O)C(CCC1=CC=CC=C1)NC1C(N(CC(SC1)C1=CC=CC=C1)CC(=O)O)=O (α-{6-[1-Butoxycarbonyl-3-phenylpropylamino]-5-oxo-2-phenylperhydro-1,4-thiazepin-4-yl}acetic acid). Reaction SMILES: [CH2:1]([O:5][C:6]([CH:8]([NH:17][CH:18]1[CH2:24][S:23][CH:22]([C:25]2[CH:30]=[CH:29][CH:28]=[CH:27][CH:26]=2)[CH2:21][N:20]([CH2:31][C:32]([O:34]C(C)(C)C)=[O:33])[C:19]1=[O:39])[CH2:9][CH2:10][C:11]1[CH:16]=[CH:15][CH:14]=[CH:13][CH:12]=1)=[O:7])[CH2:2][CH2:3][CH3:4].FC(F)(F)C(O)=O>>[CH2:1]([O:5][C:6]([CH:8]([NH:17][CH:18]1[CH2:24][S:23][CH:22]([C:25]2[CH:26]=[CH:27][CH:28]=[CH:29][CH:30]=2)[CH2:21][N:20]([CH2:31][C:32]([OH:34])=[O:33])[C:19]1=[O:39])[CH2:9][CH2:10][C:11]1[CH:12]=[CH:13][CH:14]=[CH:15][CH:16]=1)=[O:7])[CH2:2][CH2:3][CH3:4]. Procedure: 0.12 g of isomer B of t-butyl α-[6-(1-butoxycarbonyl-3-phenylpropylamino)-5-oxo-2-phenylperhydro-1,4-thiazepin-4-yl]acetate (prepared as described in Example 19 above) was subjected to de-t-butylation with trifluoroacetic acid in the manner described in Example 3, to give 78 mg of the title compound as an amorphous solid. The reactants are C(C)(C)(C)OC(=O)N1N(CCN(CC1)OC)C(=O)OC(C)(C)C (5-methoxy-[1,2,5]triazepane-1,2-dicarboxylic acid di-tert-butyl ester), Cl (hydrogen chloride). The solvent is C(C)OCC (diethyl ether). Product: Cl.C(C)(C)(C)OC(=O)N1N(CCN(CC1)OC)C(=O)OC(C)(C)C (5-methoxy-[1,2,5]triazepane-1,2-dicarboxylic acid di-tert-butyl ester hydrochloride salt). Reaction SMILES: [C:1]([O:5][C:6]([N:8]1[CH2:14][CH2:13][N:12]([O:15][CH3:16])[CH2:11][CH2:10][N:9]1[C:17]([O:19][C:20]([CH3:23])([CH3:22])[CH3:21])=[O:18])=[O:7])([CH3:4])([CH3:3])[CH3:2].[ClH:24]>C(OCC)C>[ClH:24].[C:1]([O:5][C:6]([N:8]1[CH2:14][CH2:13][N:12]([O:15][CH3:16])[CH2:11][CH2:10][N:9]1[C:17]([O:19][C:20]([CH3:23])([CH3:22])[CH3:21])=[O:18])=[O:7])([CH3:4])([CH3:3])[CH3:2] |f:3.4|. Procedure: A solution of 5-methoxy-[1,2,5]triazepane-1,2-dicarboxylic acid di-tert-butyl ester in diethyl ether was treated with gaseous hydrogen chloride to generate a white precipitate. The solid was filtered, washed with diethyl ether and dried to afford 5-methoxy-[1,2,5]triazepane-1,2-dicarboxylic acid di-tert-butyl ester hydrochloride salt. To a suspension of 5-methoxy-[1,2,5]triazepane-1,2-dicarboxylic acid di-tert-butyl ester hydrochloride salt (2.5 g, 6.8 mmol) in ethyl acetate (10 ml) was added a ...